Task: describe an organic reaction: reactants, conditions, products, and yield. Dataset: the Open Reaction Database (ORD), a public repository of structured organic reaction records The reactants are C(C)(C)(C)OC(=O)N(C(C1=C(C=CC(=C1)N1C(CCC1)=O)C(=O)N1CCN(CC1)C1=NC=C(C=C1C)CC)=O)C(=O)OC(C)(C)C (N,N-di-tert-butyloxycarbonyl-2-[4-(5-ethyl-3-methylpyridin-2-yl)piperazine-1-carbonyl]-5-(2-oxopyrrolidin-1-yl)benzamide). The solvent is O1CCCC1.CNC (dimethylamine tetrahydrofuran). Product: C(C)C=1C=C(C(=NC1)N1CCN(CC1)C(=O)C1=C(C(=O)N(C)C)C=C(C=C1)N1C(CCC1)=O)C (2-[4-(5-ethyl-3-methylpyridin-2-yl)piperazine-1-carbonyl]-N,N-dimethyl-5-(2-oxopyrrolidin-1-yl)benzamide). The yield is 52.9%. RXN SMILES: C(O[C:6]([N:8]([C:40](OC(C)(C)C)=O)[C:9](=[O:39])[C:10]1[CH:15]=[C:14]([N:16]2[CH2:20][CH2:19][CH2:18][C:17]2=[O:21])[CH:13]=[CH:12][C:11]=1[C:22]([N:24]1[CH2:29][CH2:28][N:27]([C:30]2[C:35]([CH3:36])=[CH:34][C:33]([CH2:37][CH3:38])=[CH:32][N:31]=2)[CH2:26][CH2:25]1)=[O:23])=O)(C)(C)C>O1CCCC1.CNC>[CH2:37]([C:33]1[CH:34]=[C:35]([CH3:36])[C:30]([N:27]2[CH2:26][CH2:25][N:24]([C:22]([C:11]3[CH:12]=[CH:13][C:14]([N:16]4[CH2:20][CH2:19][CH2:18][C:17]4=[O:21])=[CH:15][C:10]=3[C:9]([N:8]([CH3:6])[CH3:40])=[O:39])=[O:23])[CH2:29][CH2:28]2)=[N:31][CH:32]=1)[CH3:38] |f:1.2|. Procedure: Using N,N-di-tert-butyloxycarbonyl-2-[4-(5-ethyl-3-methylpyridin-2-yl)piperazine-1-carbonyl]-5-(2-oxopyrrolidin-1-yl)benzamide (70 mg) described in Example 809 and 2 mol/L dimethylamine tetrahydrofuran solution (220 μL) and by the reaction and treatment in the same manner as in Example 770, the title compound (27 mg) was obtained. The reactants are ClC1=C(C(=O)O)C=CC=N1 (2-chloronicotinic acid), CC(C)NC1=CC=CC=C1 (N-(2-propyl)aniline), S(=O)(Cl)Cl (thionyl chloride), [S-]C#N.[NH4+] (ammonium thiocyanate). The solvent is CC(=O)C (acetone), CN(C)C=O (DMF), CC(=O)C (acetone). Product: C1(=CC=CC=C1)N(C(C)C)C=1SC2=C(C(N1)=O)C=CC=N2 (2-(N-phenyl-N-(2-propyl)amino)-4H-pyrido[3,2-e]-1,3-thiazin-4-one). Yield: 83.3%. RXN SMILES: Cl[C:2]1[N:10]=[CH:9][CH:8]=[CH:7][C:3]=1[C:4]([OH:6])=O.S(Cl)(Cl)=O.[S-:15][C:16]#[N:17].[NH4+].[CH3:19][CH:20]([NH:22][C:23]1[CH:28]=[CH:27][CH:26]=[CH:25][CH:24]=1)[CH3:21]>CC(C)=O.CN(C=O)C>[C:23]1([N:22]([C:16]2[S:15][C:2]3[N:10]=[CH:9][CH:8]=[CH:7][C:3]=3[C:4](=[O:6])[N:17]=2)[CH:20]([CH3:21])[CH3:19])[CH:28]=[CH:27][CH:26]=[CH:25][CH:24]=1 |f:2.3|. Procedure: The reaction procedure of Example 57 was followed except that 1.753 g (11.1 mmol) of 2-chloronicotinic acid, 15 ml of thionyl chloride, two droplets of DMF, 894 mg of ammonium thiocyanate, 15 ml of acetone, 1.59 g of N-(2-propyl)aniline and 10 ml of acetone were used. The product was then recrystallized from ethanol to obtain 2.75 g of 2-(N-phenyl-N-(2-propyl)amino)-4H-pyrido[3,2-e]-1,3-thiazin-4-one. The reactants are C(C)(=O)O[C@@H]1C[C@@H]2CC[C@H]3[C@@H]4CC[C@@H]([C@@]4(C)CC[C@@H]3[C@]2(CC1)CO)OC(C)=O (5α-androstane-3β,17β,19-triol 3,17-diacetate), C(C)(=O)O[C@@H]1C[C@@H]2CC[C@H]3[C@@H]4CC[C@@H]([C@@]4(C)CC[C@@H]3[C@]2([C@@H](C1)C)CO)OC(C)=O (1β-methyl-5α-androstane-3β,17β,19-triol 3,17-diacetate). Product: O[C@@H]1C[C@@H]2CC[C@H]3[C@@H]4CC[C@@H]([C@@]4(C)CC[C@@H]3[C@]2(CC1)C=O)O (3β,17β-dihydroxy-5α-androstan-19-one). As a reaction SMILES: C([O:4][C@H:5]1[CH2:22][CH2:21][C@@:20]2([CH2:23][OH:24])[C@@H:7]([CH2:8][CH2:9][C@@H:10]3[C@@H:19]2[CH2:18][CH2:17][C@@:15]2([CH3:16])[C@H:11]3[CH2:12][CH2:13][C@@H:14]2[O:25]C(=O)C)[CH2:6]1)(=O)C.C(O[C@H]1C[C@@H](C)[C@@]2(CO)[C@@H](CC[C@@H]3[C@@H]2CC[C@@]2(C)[C@H]3CC[C@@H]2OC(=O)C)C1)(=O)C>>[OH:4][C@H:5]1[CH2:22][CH2:21][C@@:20]2([CH:23]=[O:24])[C@@H:7]([CH2:8][CH2:9][C@@H:10]3[C@@H:19]2[CH2:18][CH2:17][C@@:15]2([CH3:16])[C@H:11]3[CH2:12][CH2:13][C@@H:14]2[OH:25])[CH2:6]1. Procedure: Substituting 5α-androstane-3β,17β,19-triol 3,17-diacetate for the 1β-methyl-5α-androstane-3β,17β,19-triol 3,17-diacetate above results in the preparation of 3β,17β-dihydroxy-5α-androstan-19-one. The reactants are C(C)(=O)O.NN (hydrazine acetate), C(C)(=O)O[C@H]1[C@H](OC(C)=O)[C@@H](OC(C)=O)[C@@H](OC(C)=O)[C@H](O1)COC(C)=O (β-D-galactopyranose pentaacetate). The solvent is C1CCOC1 (THF). Reaction conditions: time 4 hour. Product: C(C)(=O)O[C@H]1C(O)O[C@@H]([C@@H]([C@@H]1OC(C)=O)OC(C)=O)COC(C)=O (2,3,4,6-tetra-O-acetyl-D-galactopyranose). Isolated yield 97.8%. Reaction SMILES: C(O)(=O)C.NN.C([O:10][C@@H:11]1[O:28][C@H:27]([CH2:29][O:30][C:31](=[O:33])[CH3:32])[C@H:22]([O:23][C:24](=[O:26])[CH3:25])[C@H:17]([O:18][C:19](=[O:21])[CH3:20])[C@H:12]1[O:13][C:14](=[O:16])[CH3:15])(=O)C>C1COCC1>[C:14]([O:13][C@@H:12]1[C@@H:17]([O:18][C:19](=[O:21])[CH3:20])[C@@H:22]([O:23][C:24](=[O:26])[CH3:25])[C@@H:27]([CH2:29][O:30][C:31](=[O:33])[CH3:32])[O:28][CH:11]1[OH:10])(=[O:16])[CH3:15] |f:0.1|. Procedure: Under nitrogen atmosphere, hydrazine acetate (197 mg, 2.19 mmol, 1.4 equiv) was added to a solution of β-D-galactopyranose pentaacetate (605 mg, 1.55 mmol) in anhydrous THF (10 mL) in presence of 4 Å molecular sieve. The reaction mixture was stirred at room temperature for 4 h 30, filtered, concentrated to dryness under reduced pressure and purified by chromatography on silica gel (25:1, dichloromethane/methanol) to afford 2,3,4,6-tetra-O-acetyl-D-galactopyranose (528 mg, 98%) as a yellow oil wh... The reactants are Cl, NC1C2CC3CC1CN(C3)C2, O=C(O)c1cc(-c2ccccc2)cs1. Yields the product Cl, O=C(NC1C2CC3CC1CN(C3)C2)c1cc(-c2ccccc2)cs1. RXN SMILES: [ClH:1].[N:2]12[CH2:3][CH:4]3[CH:5]([NH2:12])[CH:6]([CH2:7][CH:8]([CH2:9]1)[CH2:10]3)[CH2:11]2.[c:13]1(-[c:19]2[cH:20][c:21]([C:24](=[O:25])[OH:26])[s:22][cH:23]2)[cH:14][cH:15][cH:16][cH:17][cH:18]1>>[ClH:1].[N:2]12[CH2:3][CH:4]3[CH:5]([NH:12][C:24]([c:21]4[cH:20][c:19](-[c:13]5[cH:14][cH:15][cH:16][cH:17][cH:18]5)[cH:23][s:22]4)=[O:25])[CH:6]([CH2:7][CH:8]([CH2:9]1)[CH2:10]3)[CH2:11]2. Reactants: [OH-].[Na+] (sodium hydroxide), [OH-].[Na+] (sodium hydroxide), [OH-].[Na+] (NaOH), C(C1=CC=CC=C1)Cl (benzyl chloride), [OH-].[Na+] (sodium hydroxide), C(C1=CC=CC=C1)(=O)O (benzoic acid), C(C1=CC=CC=C1)Cl (benzyl chloride), ClC1=C(C(=O)O)C(=CC=C1O)Cl (2,6-dichloro-3-hydroxybenzoic acid). The solvent is C1(=CC=CC=C1)C (toluene), C(C)O (ethanol). Run at time 1 hour. The product is C(C1=CC=CC=C1)OC=1C(=C(C(=O)O)C(=CC1)Cl)Cl (3-Benzyloxy-2,6-dichlorobenzoic acid). As a reaction SMILES: [Cl:1][C:2]1[C:10]([OH:11])=[CH:9][CH:8]=[C:7]([Cl:12])[C:3]=1[C:4]([OH:6])=[O:5].[OH-].[Na+].[C:15](O)(=O)[C:16]1[CH:21]=[CH:20][CH:19]=[CH:18][CH:17]=1.C(Cl)C1C=CC=CC=1>C(O)C.C1(C)C=CC=CC=1>[CH2:15]([O:11][C:10]1[C:2]([Cl:1])=[C:3]([C:7]([Cl:12])=[CH:8][CH:9]=1)[C:4]([OH:6])=[O:5])[C:16]1[CH:21]=[CH:20][CH:19]=[CH:18][CH:17]=1 |f:1.2|. Reported procedure: 271.6 g of 2,6-dichloro-3-hydroxybenzoic acid are dissolved in ethanol (2 1). Aqueous sodium hydroxide (242 g of 50% aqueous NaOH solution in 550 ml H2O) is added to the benzoic acid solution, followed by the addition of benzyl chloride (368 g). The reaction mixture is heated to reflux with stirring, and after one hour, additional sodium hydroxide solution (45 g of a 50% aqueous NaOH) and benzyl chloride (30 g) are added. After one hour twenty-five minutes, another 20 g of 50% sodium hydroxide s... Starting materials: O=S(=O)(NC1CC1)c1ccc(Br)cc1, NC(=O)c1ccc(-c2cc(B(O)O)cnc2N)cc1. Reaction SMILES: [Br:1][c:2]1[cH:3][cH:4][c:5]([S:8](=[O:9])(=[O:10])[NH:11][CH:12]2[CH2:13][CH2:14]2)[cH:6][cH:7]1.[NH2:15][c:16]1[c:17](-[c:25]2[cH:26][cH:27][c:28]([C:31]([NH2:32])=[O:33])[cH:29][cH:30]2)[cH:18][c:19]([B:22]([OH:23])[OH:24])[cH:20][n:21]1>>[c:2]1(-[c:19]2[cH:18][c:17](-[c:25]3[cH:26][cH:27][c:28]([C:31]([NH2:32])=[O:33])[cH:29][cH:30]3)[c:16]([NH2:15])[n:21][cH:20]2)[cH:3][cH:4][c:5]([S:8](=[O:9])(=[O:10])[NH:11][CH:12]2[CH2:13][CH2:14]2)[cH:6][cH:7]1. Product: NC(=O)c1ccc(-c2cc(-c3ccc(S(=O)(=O)NC4CC4)cc3)cnc2N)cc1.